Dataset: the Open Reaction Database (ORD), a public repository of structured organic reaction records. Task: describe an organic reaction: reactants, conditions, products, and yield Starting materials: [Li]CCCC, CCOCC, COc1ccsc1, Cl, CN(C)C=O. Product: COc1ccsc1C=O. Reaction SMILES: [CH2:1]([Li:2])[CH2:3][CH2:4][CH3:5].[CH3:19][CH2:20][O:21][CH2:22][CH3:23].[CH3:6][O:7][c:8]1[cH:9][s:10][cH:11][cH:12]1.[ClH:18].[O:13]=[CH:14][N:15]([CH3:16])[CH3:17]>>[CH3:6][O:7][c:8]1[c:9]([CH:14]=[O:13])[s:10][cH:11][cH:12]1. The reactants are O=c1nc(-c2cc(C(F)(F)C(F)(F)F)ccn2)[nH]o1, C1CCC2=NCCCN2CC1, O=C(Cl)N1CCCC1, c1ccncc1. Product: O=C(N1CCCC1)n1c(-c2cc(C(F)(F)C(F)(F)F)ccn2)noc1=O. As a reaction SMILES: [F:12][C:13]([C:14]([F:15])([F:16])[F:17])([c:18]1[cH:19][c:20](-[c:24]2[nH:25][o:26][c:27](=[O:29])[n:28]2)[n:21][cH:22][cH:23]1)[F:30].[N:1]12[CH2:2][CH2:3][CH2:4][N:5]=[C:6]1[CH2:7][CH2:8][CH2:9][CH2:10][CH2:11]2.[N:31]1([C:36](=[O:37])[Cl:38])[CH2:32][CH2:33][CH2:34][CH2:35]1.[cH:39]1[cH:40][cH:41][n:42][cH:43][cH:44]1>>[F:12][C:13]([C:14]([F:15])([F:16])[F:17])([c:18]1[cH:19][c:20](-[c:24]2[n:25][o:26][c:27](=[O:29])[n:28]2[C:36]([N:31]2[CH2:32][CH2:33][CH2:34][CH2:35]2)=[O:37])[n:21][cH:22][cH:23]1)[F:30]. The reactants are S1C=C(C2=C1C=CC=C2)C=2C=C(C=O)C=CC2 (3-(1-benzothien-3-yl)benzaldehyde), [H-].[Al+3].[Li+].[H-].[H-].[H-] (lithium aluminum hydride), O.O.O.O.O.O.O.O.O.O.S(=O)(=O)([O-])[O-].[Na+].[Na+] (sodium sulfate decahydrate). Run in O1CCCC1 (tetrahydrofuran). Conditions: time 2 hour. The product is S1C=C(C2=C1C=CC=C2)C=2C=C(C=CC2)CO ([3-(1-benzothien-3-yl)phenyl]methanol). The yield is 94.5%. RXN SMILES: [S:1]1[C:5]2[CH:6]=[CH:7][CH:8]=[CH:9][C:4]=2[C:3]([C:10]2[CH:11]=[C:12]([CH:15]=[CH:16][CH:17]=2)[CH:13]=[O:14])=[CH:2]1.[H-].[Al+3].[Li+].[H-].[H-].[H-].O.O.O.O.O.O.O.O.O.O.S([O-])([O-])(=O)=O.[Na+].[Na+]>O1CCCC1>[S:1]1[C:5]2[CH:6]=[CH:7][CH:8]=[CH:9][C:4]=2[C:3]([C:10]2[CH:11]=[C:12]([CH2:13][OH:14])[CH:15]=[CH:16][CH:17]=2)=[CH:2]1 |f:1.2.3.4.5.6,7.8.9.10.11.12.13.14.15.16.17.18.19|. Procedure: To a solution of 3-(1-benzothien-3-yl)benzaldehyde (2.1 g, 8.81 mmol) in anhydrous tetrahydrofuran (30 mL) was added lithium aluminum hydride (0.37 g, 9.75 mmol) under ice-cooling, and the mixture was stirred at room temperature for 2 hr. The reaction solution was ice-cooled, and sodium sulfate decahydrate (3.0 g, 5.74 mmol) was added, and the mixture was stirred at room temperature for 1 hr. The precipitated insoluble material was filtered through celite, and the filtrate was concentrated under... Reactants: heparin, C[C@H]([C@@H]1CC[C@H]([C@H](O1)O[C@@H]2[C@H](C[C@H]([C@@H]([C@H]2O)O[C@@H]3[C@@H]([C@H]([C@@](CO3)(C)O)NC)O)N)N)N)NC (gentamicin), C[C@H]1/C=C/C=C/C=C/C=C/C=C/C=C/C=C/[C@@H](C[C@H]2[C@@H]([C@H](C[C@](O2)(C[C@H](C[C@H]([C@@H](CC[C@H](C[C@H](CC(=O)O[C@H]([C@@H]([C@@H]1O)C)C)O)O)O)O)O)O)O)C(=O)O)O[C@H]3[C@H]([C@H]([C@@H]([C@H](O3)C)O)N)O (amphotericin B), C(=O)=O (CO2). Yields the product C(CCCCCCC\C=C/C\C=C/CCCCC)(=O)OO (LINOLEIC ACID HYDROPEROXIDE). As a reaction SMILES: C(=O)=[O:2].C[C@@H](NC)[C@H]1O[C@H](O[C@H]2[C@H](O)[C@@H](O[C@H]3OC[C@@](O)(C)[C@H](NC)[C@H]3O)[C@H](N)C[C@@H]2N)[C@H](N)CC1.C[C@@H]1[C@@H](O)[C@@H](C)[C@H](C)OC(=O)C[C@H](O)C[C@H](O)CC[C@@H](O)[C@H](O)C[C@H](O)C[C@@]2(O)O[C@H:55]([C@H:56]([C:88]([OH:90])=[O:89])[C@@H](O)C2)[CH2:54][C@@H:53](O[C@@H]2O[C@H](C)[C@@H](O)[C@H](N)[C@@H]2O)[CH:52]=[CH:51][CH:50]=[CH:49][CH:48]=[CH:47][CH:46]=[CH:45][CH:44]=[CH:43][CH:42]=[CH:41][CH:40]=C1>>[C:88]([O:90][OH:2])(=[O:89])[CH2:56][CH2:55][CH2:54][CH2:53][CH2:52][CH2:51][CH2:50]/[CH:49]=[CH:48]\[CH2:47]/[CH:46]=[CH:45]\[CH2:44][CH2:43][CH2:42][CH2:41][CH3:40]. Procedure: Human endothelial cells were cultivated at 37° C. in Leighton tubes and in an atmosphere of saturated humidity constituted by a gaseous mixture of 95% air and 5% of CO2. The culture medium was constituted by an EGM (Clonetics) medium, pH=7.4 containing 2% of foetal calf serum, 10 ng/ml of recombinant human growth factor EGF, 10 μg/ml of heparin, 50 μm/ml of gentamicin and 50 μg/ml of amphotericin B. The reactants are [H-].[Na+] (sodium hydride), BrC=1C=CC(=C(CC2=CC=C(C=C2)O)C1)F (4-(5-bromo-2-fluoro-benzyl)-phenol), ICC (iodoethane). Run in CN(C=O)C (N,N-dimethylformamide). Conditions: temperature 0 celsius, time 45 minute. Yields the product BrC1=CC(=C(C=C1)F)CC1=CC=C(C=C1)OCC (4-bromo-2-(4-ethoxy-benzyl)-1-fluoro-benzene). Isolated yield 70.8%. As a reaction SMILES: [Br:1][C:2]1[CH:3]=[CH:4][C:5]([F:16])=[C:6]([CH:15]=1)[CH2:7][C:8]1[CH:13]=[CH:12][C:11]([OH:14])=[CH:10][CH:9]=1.[H-].[Na+].I[CH2:20][CH3:21]>CN(C)C=O>[Br:1][C:2]1[CH:3]=[CH:4][C:5]([F:16])=[C:6]([CH2:7][C:8]2[CH:13]=[CH:12][C:11]([O:14][CH2:20][CH3:21])=[CH:10][CH:9]=2)[CH:15]=1 |f:1.2|. Procedure details: To a solution of 4-(5-bromo-2-fluoro-benzyl)-phenol (6.0 g, 21.0 mmol) in anhydrous N,N-dimethylformamide (20 mL) cooled at 0° C. was added sodium hydride (60% dispersion in mineral oil, 1.02 g, 25.6 mmol). After stirring at 0° C. for 45 minutes, iodoethane (2.08 mL, 25.6 mmol) was added dropwise and the resulting mixture was allowed to warm up to room temperature. After 18 hours, the reaction mixture was quenched with water and extracted twice with ethyl acetate. The combined organic layers wer... The reactants are C1(CC1)C(=O)Cl (cyclopropanecarbonyl chloride), NC=1C=CC=C2CN(C(C12)=O)[C@H](CS(=O)(=O)C)C1=CC(=C(C=C1)OC)OCC ((S)-7-amino-2-(1-(3-ethoxy-4-methoxyphenyl)-2-(methylsulfonyl) ethyl)isoindolin-1-one), [Si](C)(C)(C)I (TMSI). Run in C1CCOC1 (THF). Reaction conditions: temperature 80 celsius, time 1 hour. Product: OC=1C=C(C=CC1O)[C@@H](CS(=O)(=O)C)N1CC2=CC=CC(=C2C1=O)NC(=O)C1CC1 ((S)—N-(2-(1-(3,4-dihydroxyphenyl)-2-(methylsulfonyl)ethyl)-3-oxoisoindolin-4-yl)cyclopropanecarboxamide). Isolated yield 4.7%. As a reaction SMILES: [NH2:1][C:2]1[CH:3]=[CH:4][CH:5]=[C:6]2[C:10]=1[C:9](=[O:11])[N:8]([C@@H:12]([C:18]1[CH:23]=[CH:22][C:21]([O:24]C)=[C:20]([O:26]CC)[CH:19]=1)[CH2:13][S:14]([CH3:17])(=[O:16])=[O:15])[CH2:7]2.[Si](I)(C)(C)C.[CH:34]1([C:37](Cl)=[O:38])[CH2:36][CH2:35]1>C1COCC1>[OH:26][C:20]1[CH:19]=[C:18]([C@H:12]([N:8]2[C:9](=[O:11])[C:10]3[C:6](=[CH:5][CH:4]=[CH:3][C:2]=3[NH:1][C:37]([CH:34]3[CH2:36][CH2:35]3)=[O:38])[CH2:7]2)[CH2:13][S:14]([CH3:17])(=[O:16])=[O:15])[CH:23]=[CH:22][C:21]=1[OH:24]. Procedure: A mixture of (S)-7-amino-2-(1-(3-ethoxy-4-methoxyphenyl)-2-(methylsulfonyl) ethyl)isoindolin-1-one (5 g, 12.4 mmol) and neat TMSI (25 g, 125 mmol) was heated at 80° C. for 16 hours. The mixture was cooled to room temperature and quenched with 5% aq. sodium sulfite. Ethyl acetate was added and the layers were separated. The organic layer was washed with water, brine and then dried over Na2SO4. The organic layer was concentrated, followed by a solvent swap to THF. To the THF solution, was added cy...